The task is: describe an organic reaction: reactants, conditions, products, and yield. This data is from the Open Reaction Database (ORD), a public repository of structured organic reaction records. The reactants are CN(C)C=O (DMF), BrCC1=CC(=CC=C1)[N+](=O)[O-] (1-bromomethyl-3-nitro-benzene), FC1=CC(=C(C=C1F)C1=CC=C(C=C1)O)OC (4′,5′-difluoro-2′-methoxy-biphenyl-4-ol), C[Si](C)(C)[N-][Si](C)(C)C.[Li+] (lithium bis(trimethylsilyl)amide). The solvent is C(C)(=O)OCC (ethyl acetate). Run at time 8 hour. Product: FC1=CC(=C(C=C1F)C1=CC=C(C=C1)OCC1=CC(=CC=C1)[N+](=O)[O-])OC (4,5-difluoro-2-methoxy-4′-(3-nitro-benzyloxy)-biphenyl). The yield is 96.2%. RXN SMILES: CN(C=O)C.Br[CH2:7][C:8]1[CH:13]=[CH:12][CH:11]=[C:10]([N+:14]([O-:16])=[O:15])[CH:9]=1.[F:17][C:18]1[C:23]([F:24])=[CH:22][C:21]([C:25]2[CH:30]=[CH:29][C:28]([OH:31])=[CH:27][CH:26]=2)=[C:20]([O:32][CH3:33])[CH:19]=1.C[Si]([N-][Si](C)(C)C)(C)C.[Li+]>C(OCC)(=O)C>[F:17][C:18]1[C:23]([F:24])=[CH:22][C:21]([C:25]2[CH:26]=[CH:27][C:28]([O:31][CH2:7][C:8]3[CH:13]=[CH:12][CH:11]=[C:10]([N+:14]([O-:16])=[O:15])[CH:9]=3)=[CH:29][CH:30]=2)=[C:20]([O:32][CH3:33])[CH:19]=1 |f:3.4|. Procedure details: To a mixture of DMF (5 ml), 1-bromomethyl-3-nitro-benzene (0.92 g, 4.2 mmol), and 4′,5′-difluoro-2′-methoxy-biphenyl-4-ol (1 g, 4.2 mmol) was added lithium bis(trimethylsilyl)amide (1M in THF, 4.4 ml). The reaction was stirred at room temperature overnight and was then diluted with ethyl acetate (200 mL), washed with water (200 mL), aqueous ammonium chloride (10%, 200 mL) and brine, dried over magnesium sulfate and concentrated to yield 4,5-difluoro-2-methoxy-4′-(3-nitro-benzyloxy)-biphenyl as y... Reaction SMILES: [NH:1]1[CH:5]=[CH:4][CH:3]=[N:2]1.Cl[C:7]1[N:8]=[C:9]([NH:18][CH2:19][C:20]2[CH:25]=[CH:24][C:23]3[O:26][CH2:27][CH2:28][O:29][C:22]=3[CH:21]=2)[C:10]2[CH:15]=[C:14]([CH2:16][CH3:17])[S:13][C:11]=2[N:12]=1>>[N:1]1([C:7]2[N:8]=[C:9]([NH:18][CH2:19][C:20]3[CH:25]=[CH:24][C:23]4[O:26][CH2:27][CH2:28][O:29][C:22]=4[CH:21]=3)[C:10]3[CH:15]=[C:14]([CH2:16][CH3:17])[S:13][C:11]=3[N:12]=2)[CH:5]=[CH:4][CH:3]=[N:2]1. Reported procedure: Following the procedure of Example 97, the reaction of pyrazole with 2-chloro-6-ethyl-4-(3,4-ethylendioxybenzylamino)-thieno-[2,3-d]-pyrimidine gives 2-(pyrazol-1-yl)-6-ethyl-4-(3,4-ethylendioxybenzylamino)-thieno-[2,3-d]-pyrimidine. Starting materials: N1N=CC=C1 (pyrazole), ClC=1N=C(C2=C(N1)SC(=C2)CC)NCC2=CC1=C(C=C2)OCCO1 (2-chloro-6-ethyl-4-(3,4-ethylendioxybenzylamino)-thieno-[2,3-d]-pyrimidine). Product: N1(N=CC=C1)C=1N=C(C2=C(N1)SC(=C2)CC)NCC2=CC1=C(C=C2)OCCO1 (2-(pyrazol-1-yl)-6-ethyl-4-(3,4-ethylendioxybenzylamino)-thieno-[2,3-d]-pyrimidine). The reactants are CN(C=O)C (N,N-dimethylformamide), O1C(=CC2=C1C=CC=C2)C=O (2-benzofurancarbaldehyde), [I-].C[P+](C1=CC=CC=C1)(C1=CC=CC=C1)C1=CC=CC=C1 (methyltriphenylphosphonium iodide), [H-].[Na+] (sodium hydride). The solvent is CCCCCC (n-hexane). The product is C(=C)C=1OC2=C(C1)C=CC=C2 (2-vinylbenzofuran). The yield is 25.0%. Reaction SMILES: CN(C)[CH:3]=[O:4].O1[C:10]2[CH:11]=[CH:12][CH:13]=[CH:14][C:9]=2[CH:8]=[C:7]1[CH:15]=O.[I-].C[P+](C1C=CC=CC=1)(C1C=CC=CC=1)C1C=CC=CC=1.[H-].[Na+]>CCCCCC>[CH:13]([C:12]1[O:4][C:3]2[CH:15]=[CH:7][CH:8]=[CH:9][C:10]=2[CH:11]=1)=[CH2:14] |f:2.3,4.5|. Procedure: To 20 ml of N,N-dimethylformamide were added 1.60 g of 2-benzofurancarbaldehyde and 4.90 g of methyltriphenylphosphonium iodide. Thereto was added 0.50 g of 60% sodium hydride with stirring under ice cooling. The mixture was stirred at room temperature for 1 hour. To the reaction mixture was added 100 ml of n-hexane. The resulting mixture was washed with water and an aqueous saturated sodium chloride solution in this order, and dried over anhydrous magnesium sulfate. The solvent was removed by d... The reactants are COCCCCCN1CCC(CC1)=O (1-(5-methoxypentyl)-4-piperidone), Cl.NO (hydroxylamine hydrochloride). Product: COCCCCCN1CCC(CC1)=NO (1-(5-Methoxypentyl)-4-piperidone oxime). Reaction SMILES: [CH3:1][O:2][CH2:3][CH2:4][CH2:5][CH2:6][CH2:7][N:8]1[CH2:13][CH2:12][C:11](=O)[CH2:10][CH2:9]1.Cl.[NH2:16][OH:17]>>[CH3:1][O:2][CH2:3][CH2:4][CH2:5][CH2:6][CH2:7][N:8]1[CH2:13][CH2:12][C:11](=[N:16][OH:17])[CH2:10][CH2:9]1 |f:1.2|. Procedure: 1-(5-Methoxypentyl)-4-piperidone oxime is prepared from 1-(5-methoxypentyl)-4-piperidone and hydroxylamine hydrochloride essentially as described above in Example 38, Scheme C, step b.